This data is from the Open Reaction Database (ORD), a public repository of structured organic reaction records. The task is: describe an organic reaction: reactants, conditions, products, and yield The reactants are BrC1=CN=C2N1C=NC(=C2)C(F)(F)F (3-bromo-7-trifluoromethylimidazo[1,2-c]pyrimidine), P(=O)([O-])([O-])[O-].[K+].[K+].[K+] (potassium phosphate), FC1=C(C=C(C=C1)B1OC(C(O1)(C)C)(C)C)C=1C(=CC=CC1)C#N (2′-fluoro-5′-(4,4,5,5-tetramethyl-[1,3,2]dioxaborolan-2-yl)biphenyl-2-carbonitrile). Reagents/catalysts: C=1C=CC(=CC1)[P](C=2C=CC=CC2)(C=3C=CC=CC3)[Pd]([P](C=4C=CC=CC4)(C=5C=CC=CC5)C=6C=CC=CC6)([P](C=7C=CC=CC7)(C=8C=CC=CC8)C=9C=CC=CC9)[P](C=1C=CC=CC1)(C=1C=CC=CC1)C=1C=CC=CC1 (Tetrakis(triphenylphosphine)palladium(0)). Run in CN(C(C)=O)C (N,N-dimethylacetamide). Reaction conditions: temperature 80 celsius. The product is FC1=C(C=C(C=C1)C1=CN=C2N1C=NC(=C2)C(F)(F)F)C=2C(=CC=CC2)C#N (2′-Fluoro-5′-(7-trifluoromethylimidazo[1,2-c]pyrimidin-3-yl)biphenyl-2-carbonitrile). Isolated yield 4.7%. As a reaction SMILES: Br[C:2]1[N:6]2[CH:7]=[N:8][C:9]([C:11]([F:14])([F:13])[F:12])=[CH:10][C:5]2=[N:4][CH:3]=1.P([O-])([O-])([O-])=O.[K+].[K+].[K+].[F:23][C:24]1[CH:29]=[CH:28][C:27](B2OC(C)(C)C(C)(C)O2)=[CH:26][C:25]=1[C:39]1[C:40]([C:45]#[N:46])=[CH:41][CH:42]=[CH:43][CH:44]=1>CN(C)C(=O)C.C1C=CC([P]([Pd]([P](C2C=CC=CC=2)(C2C=CC=CC=2)C2C=CC=CC=2)([P](C2C=CC=CC=2)(C2C=CC=CC=2)C2C=CC=CC=2)[P](C2C=CC=CC=2)(C2C=CC=CC=2)C2C=CC=CC=2)(C2C=CC=CC=2)C2C=CC=CC=2)=CC=1>[F:23][C:24]1[CH:29]=[CH:28][C:27]([C:2]2[N:6]3[CH:7]=[N:8][C:9]([C:11]([F:14])([F:13])[F:12])=[CH:10][C:5]3=[N:4][CH:3]=2)=[CH:26][C:25]=1[C:39]1[C:40]([C:45]#[N:46])=[CH:41][CH:42]=[CH:43][CH:44]=1 |f:1.2.3.4,^1:56,58,77,96|. Reported procedure: A stirred mixture of 3-bromo-7-trifluoromethylimidazo[1,2-c]pyrimidine (100 mg, 0.375 mmol), dried potassium phosphate (0.159 g, 0.750 mmol) and 2′-fluoro-5′-(4,4,5,5-tetramethyl-[1,3,2]dioxaborolan-2-yl)biphenyl-2-carbonitrile (0.2424 g, 0.750 mmol) in anhydrous N,N-dimethylacetamide (2 ml) was degassed by evacuation and refilling with nitrogen three times. Tetrakis(triphenylphosphine)palladium(0) (22 mg, 0.019 mmol) was then added and the mixture was degassed with two more evacuation-refilling... The reactants are COC(N(C)C)OC (N,N-dimethylformamide dimethyl acetal), O=C1NC(=CC=C1C(=O)N)C(F)(F)F (2-oxo-6-(trifluoromethyl)-1,2-dihydropyridine-3-carboxamide). Solvent: C1(=CC=CC=C1)C (toluene). Yields the product CN(C)C=NC(=O)C=1C(NC(=CC1)C(F)(F)F)=O (N-[(Dimethylamino)methylene]-2-oxo-6-(trifluoromethyl)-1,2-dihydropyridine-3-carboxamide). Reaction SMILES: CO[CH:3](OC)[N:4]([CH3:6])[CH3:5].[O:9]=[C:10]1[C:15]([C:16]([NH2:18])=[O:17])=[CH:14][CH:13]=[C:12]([C:19]([F:22])([F:21])[F:20])[NH:11]1>C1(C)C=CC=CC=1>[CH3:3][N:4]([CH:6]=[N:18][C:16]([C:15]1[C:10](=[O:9])[NH:11][C:12]([C:19]([F:20])([F:22])[F:21])=[CH:13][CH:14]=1)=[O:17])[CH3:5]. Reported procedure: 0.87 g (7.28 mmol) of N,N-dimethylformamide dimethyl acetal was added to 1.00 g (4.85 mmol) of 2-oxo-6-(trifluoromethyl)-1,2-dihydropyridine-3-carboxamide in 5 ml of toluene, and the mixture was heated under reflux for 4 h. After cooling, the resulting precipitate was filtered off with suction and dried: 0.5 g (39% of theory). The reactants are CC(C)(C=C)O (2-Methyl-3-buten-2-ol), tert.-butyl peroxy pivalate, olefin. The solvent is CC(C)O (2-propanol). Yields the product CC(C)(CCC(C)(O)C)O (2,5-dimethylhexane-2,5-diol). As a reaction SMILES: [CH3:1][C:2]([OH:6])([CH:4]=[CH2:5])[CH3:3]>CC(O)C>[CH3:1][C:2]([OH:6])([CH2:5][CH2:4][C:2]([CH3:3])([OH:6])[CH3:1])[CH3:3]. Procedure: 2-Methyl-3-buten-2-ol, 2-propanol and tert.-butyl peroxy pivalate (75% solution in aliphates) are reacted in a molar ratio of 1:15:0.3 at 90° C. and a pressure of 500 kPa as described in example 1. After a contact period of 20 minutes of the reaction mixture in a tube reactor 95% of the olefin used has been converted. 2,5-dimethylhexane-2,5-diol is formed with a selectivity of 76%. Reactants: C1(=CC=C(C=C1)C(=O)NCC(=O)O)C1=CC=CC=C1 ([(biphenyl-4-carbonyl)-amino]-acetic acid), CCN(C(C)C)C(C)C (DIPEA), CCN=C=NCCCN(C)C.Cl (EDCI.HCl), Cl.Cl.BrC1=C(C=CC=C1)NC1CCNCC1 ((2-bromo-phenyl)-piperidin-4-yl-amine dihydrochloride). Run in CN(C)C=O (DMF), O (water). Reaction conditions: time 8 hour. Yields the product BrC1=C(C=CC=C1)NC1CCN(CC1)C(CNC(=O)C1=CC=C(C=C1)C1=CC=CC=C1)=O (biphenyl-4-carboxylic acid {2-[4-(2-bromo-phenylamino)-piperidin-1-yl]-2-oxo-ethyl}-amide). Yield: 46.9%. RXN SMILES: [C:1]1([C:14]2[CH:19]=[CH:18][CH:17]=[CH:16][CH:15]=2)[CH:6]=[CH:5][C:4]([C:7]([NH:9][CH2:10][C:11]([OH:13])=O)=[O:8])=[CH:3][CH:2]=1.CCN(C(C)C)C(C)C.CCN=C=NCCCN(C)C.Cl.Cl.Cl.[Br:43][C:44]1[CH:49]=[CH:48][CH:47]=[CH:46][C:45]=1[NH:50][CH:51]1[CH2:56][CH2:55][NH:54][CH2:53][CH2:52]1>CN(C=O)C.O>[Br:43][C:44]1[CH:49]=[CH:48][CH:47]=[CH:46][C:45]=1[NH:50][CH:51]1[CH2:56][CH2:55][N:54]([C:11](=[O:13])[CH2:10][NH:9][C:7]([C:4]2[CH:3]=[CH:2][C:1]([C:14]3[CH:19]=[CH:18][CH:17]=[CH:16][CH:15]=3)=[CH:6][CH:5]=2)=[O:8])[CH2:53][CH2:52]1 |f:2.3,4.5.6|. Procedure: To a stirred solution of [(biphenyl-4-carbonyl)-amino]-acetic acid (0.075 g, 0.00029 mol) in DMF (2 mL), was added DIPEA (0.1139 g, 0.00088 mol) HOBt (0.0398 g, 0.00029 mol) and EDCI.HCl (0.06758 g, 0.00035 mol) at ambient temperature. After 2 minutes (2-bromo-phenyl)-piperidin-4-yl-amine dihydrochloride (0.09639 g, 0.00029 mol) was added and the resulting mixture was stirred at the same temperature for overnight. The reaction mixture was diluted with cold water and the resulting precipitate was... Reactants: BrCCOc1ccccc1, C1CCOC1, Cc1c(-c2cccnc2)[nH]c2ccc(C#N)cc12, C[Si](C)(C)[N-][Si](C)(C)C, [Cl-], [K+], [NH4+]. Yields the product Cc1c(-c2cccnc2)n(CCOc2ccccc2)c2ccc(C#N)cc12. RXN SMILES: [Br:29][CH2:30][CH2:31][O:32][c:33]1[cH:34][cH:35][cH:36][cH:37][cH:38]1.[CH2:41]1[O:42][CH2:43][CH2:44][CH2:45]1.[CH3:1][c:2]1[c:3](-[c:13]2[cH:14][n:15][cH:16][cH:17][cH:18]2)[nH:4][c:5]2[cH:6][cH:7][c:8]([C:11]#[N:12])[cH:9][c:10]12.[CH3:20][Si:21]([N-:22][Si:23]([CH3:24])([CH3:25])[CH3:26])([CH3:27])[CH3:28].[Cl-:39].[K+:19].[NH4+:40]>>[CH3:1][c:2]1[c:3](-[c:13]2[cH:14][n:15][cH:16][cH:17][cH:18]2)[n:4]([CH2:30][CH2:31][O:32][c:33]2[cH:34][cH:35][cH:36][cH:37][cH:38]2)[c:5]2[cH:6][cH:7][c:8]([C:11]#[N:12])[cH:9][c:10]12. The reactants are O1C(OCC1)CCCCCCCCOC=1C=C(C(=O)OCC2=CC=CC=C2)C=C(C1)Br (benzyl 3-((8-(1,3-dioxolan-2-yl)octyl)oxy)-5-bromobenzoate), [H-].[Al+3].[Li+].[H-].[H-].[H-] (lithium aluminium hydride). The solvent is O1CCCC1 (tetrahydrofuran), C1CCOC1 (THF). Reaction conditions: time 4 hour. The product is O1C(OCC1)CCCCCCCCOC=1C=C(C=C(C1)Br)CO ((3-((8-(1,3-Dioxolan-2-yl)octyl)oxy)-5-bromophenyl)methanol). RXN SMILES: [O:1]1[CH2:5][CH2:4][O:3][CH:2]1[CH2:6][CH2:7][CH2:8][CH2:9][CH2:10][CH2:11][CH2:12][CH2:13][O:14][C:15]1[CH:16]=[C:17]([CH:28]=[C:29]([Br:31])[CH:30]=1)[C:18](OCC1C=CC=CC=1)=[O:19].[H-].[Al+3].[Li+].[H-].[H-].[H-]>O1CCCC1>[O:1]1[CH2:5][CH2:4][O:3][CH:2]1[CH2:6][CH2:7][CH2:8][CH2:9][CH2:10][CH2:11][CH2:12][CH2:13][O:14][C:15]1[CH:16]=[C:17]([CH2:18][OH:19])[CH:28]=[C:29]([Br:31])[CH:30]=1 |f:1.2.3.4.5.6|. Procedure details: To a solution of benzyl 3-((8-(1,3-dioxolan-2-yl)octyl)oxy)-5-bromobenzoate in tetrahydrofuran (30 mL) at −78° C., was added a solution of lithium aluminium hydride in THF (2.0 M, 3.3 mL, 6.60 mmol). The reaction mixture was stirred for 4 hours, then quenched with water (0.25 mL), 2 M sodium hydroxide (0.25 mL) and water (0.75 mL). The coolant was removed and ethyl acetate and magnesium sulphate was added, and the mixture stirred at room temperature for 20 minutes. The suspension was filtered, w...